This data is from the Open Reaction Database (ORD), a public repository of structured organic reaction records. The task is: describe an organic reaction: reactants, conditions, products, and yield Starting materials: C1(=CC=CC=C1)OC(NC=1C(=NC(=C(C1)CC)C)OC)=S (Phenyl-N-(5-ethyl-2-methoxy-6-methylpyridine-3-yl)thiocarbamate), COC=1C=C(C=C(C1)OC)N1CCNCC1 (1-(3,5-dimethoxyphenyl)piperazine). Yields the product C(C)C=1C=C(C(=NC1C)OC)NC(=S)N1CCN(CC1)C1=CC(=CC(=C1)OC)OC (1-[(5-ethyl-2-methoxy-6-methylpyridin-3-yl)aminothiocarbonyl]-4-(3,5-dimethoxyphenyl)piperazine). Isolated yield 85.0%. Reaction SMILES: C1(O[C:8](=[S:21])[NH:9][C:10]2[C:11]([O:19][CH3:20])=[N:12][C:13]([CH3:18])=[C:14]([CH2:16][CH3:17])[CH:15]=2)C=CC=CC=1.[CH3:22][O:23][C:24]1[CH:25]=[C:26]([N:32]2[CH2:37][CH2:36][NH:35][CH2:34][CH2:33]2)[CH:27]=[C:28]([O:30][CH3:31])[CH:29]=1>>[CH2:16]([C:14]1[CH:15]=[C:10]([NH:9][C:8]([N:35]2[CH2:34][CH2:33][N:32]([C:26]3[CH:25]=[C:24]([O:23][CH3:22])[CH:29]=[C:28]([O:30][CH3:31])[CH:27]=3)[CH2:37][CH2:36]2)=[S:21])[C:11]([O:19][CH3:20])=[N:12][C:13]=1[CH3:18])[CH3:17]. Reported procedure: Phenyl-N-(5-ethyl-2-methoxy-6-methylpyridine-3-yl)thiocarbamate and 1-(3,5-dimethoxyphenyl)piperazine were reacted by the same way with the example 1 to obtain the titled compound. Starting materials: N1(CCCC1)C1=CC=C(C=N1)C1(CC1)C(=O)OCC (ethyl 1-(6-pyrrolidin-1-ylpyridin-3-yl)cyclopropanecarboxylate), [Li+].[OH-] (LiOH), Cl.Cl.N1CC2(CC1)OC(C=1C=NC=CC12)=O (3H-spiro[furo[3,4-c]pyridine-1,3′-pyrrolidin]-3-one dihydrochloride). Solvent: CO (methanol). Product: N1(CCCC1)C1=CC=C(C=N1)C1(CC1)C(=O)N1C[C@]2(CC1)OC(C=1C=NC=CC12)=O ((1R)-1′-{[1-(6-pyrrolidin-1-ylpyridin-3-yl)cyclopropyl]carbonyl}-3H-spiro[furo[3,4-c]pyridine-1,3′-pyrrolidin]-3-one). As a reaction SMILES: [N:1]1([C:6]2[N:11]=[CH:10][C:9]([C:12]3([C:15]([O:17]CC)=O)[CH2:14][CH2:13]3)=[CH:8][CH:7]=2)[CH2:5][CH2:4][CH2:3][CH2:2]1.[Li+].[OH-].Cl.Cl.[NH:24]1[CH2:28][CH2:27][C:26]2([C:36]3[CH:35]=[CH:34][N:33]=[CH:32][C:31]=3[C:30](=[O:37])[O:29]2)[CH2:25]1>CO>[N:1]1([C:6]2[N:11]=[CH:10][C:9]([C:12]3([C:15]([N:24]4[CH2:28][CH2:27][C@@:26]5([C:36]6[CH:35]=[CH:34][N:33]=[CH:32][C:31]=6[C:30](=[O:37])[O:29]5)[CH2:25]4)=[O:17])[CH2:13][CH2:14]3)=[CH:8][CH:7]=2)[CH2:2][CH2:3][CH2:4][CH2:5]1 |f:1.2,3.4.5|. Procedure details: The above material of ethyl 1-(6-pyrrolidin-1-ylpyridin-3-yl)cyclopropanecarboxylate was treated with LiOH in methanol to afford the corresponding acid, which was then coupled with 3H-spiro[furo[3,4-c]pyridine-1,3′-pyrrolidin]-3-one dihydrochloride using procedures analogous to those for example 96 to afford (1R)-1′-{[1-(6-pyrrolidin-1-ylpyridin-3-yl)cyclopropyl]carbonyl}-3H-spiro[furo[3,4-c]pyridine-1,3′-pyrrolidin]-3-one. MS (ESI): (M+H)+=405.1 Starting materials: O=C(Cl)c1ccc(F)cc1Cl, ClCCl, Nc1cccc([N+](=O)[O-])c1, c1ccncc1. Yields the product O=C(Nc1cccc([N+](=O)[O-])c1)c1ccc(F)cc1Cl. RXN SMILES: [Cl:17][c:18]1[c:19]([C:20](=[O:21])[Cl:22])[cH:23][cH:24][c:25]([F:27])[cH:26]1.[Cl:28][CH2:29][Cl:30].[N+:1](=[O:2])([O-:3])[c:4]1[cH:5][c:6]([NH2:7])[cH:8][cH:9][cH:10]1.[cH:11]1[cH:12][cH:13][n:14][cH:15][cH:16]1>>[N+:1](=[O:2])([O-:3])[c:4]1[cH:5][c:6]([NH:7][C:20]([c:19]2[c:18]([Cl:17])[cH:26][c:25]([F:27])[cH:24][cH:23]2)=[O:21])[cH:8][cH:9][cH:10]1. Reactants: CC(=O)[O-], CC(=O)OC(C)=O, O=Cc1ccc([N+](=O)[O-])cc1, [Na+], O=C1CNC(=O)N1, O. The product is O=C1NC(=O)C(=Cc2ccc([N+](=O)[O-])cc2)N1. Reaction SMILES: [CH3:20][C:21](=[O:22])[O-:23].[CH3:25][C:26]([O:27][C:28](=[O:29])[CH3:30])=[O:31].[N+:1](=[O:2])([O-:3])[c:4]1[cH:5][cH:6][c:7]([CH:8]=[O:9])[cH:10][cH:11]1.[Na+:19].[O:12]=[C:13]1[CH2:14][NH:15][C:16](=[O:17])[NH:18]1.[OH2:24]>>[N+:1](=[O:2])([O-:3])[c:4]1[cH:5][cH:6][c:7]([CH:8]=[C:14]2[C:13](=[O:12])[NH:18][C:16](=[O:17])[NH:15]2)[cH:10][cH:11]1.